Dataset: the Open Reaction Database (ORD), a public repository of structured organic reaction records. Task: describe an organic reaction: reactants, conditions, products, and yield Starting materials: NC(=O)CC(NC(=O)OCc1ccccc1)C(=O)O, CCN1CCOCC1, CCOC(C)=O, C(=NC1CCCCC1)=NC1CCCCC1, CC(C)(C)NC(=O)C1CC2CCCCC2CN1CC(O)C(N)Cc1ccccc1, C1CCOC1, Oc1cccc2[nH]nnc12. The product is CC(C)(C)NC(=O)C1CC2CCCCC2CN1CC(O)C(Cc1ccccc1)NC(=O)C(CC(N)=O)NC(=O)OCc1ccccc1. RXN SMILES: [CH2:30]([c:31]1[cH:32][cH:33][cH:34][cH:35][cH:36]1)[O:37][C:38](=[O:39])[NH:40][CH:41]([CH2:42][C:43]([NH2:44])=[O:45])[C:46](=[O:47])[OH:48].[CH2:59]([N:60]1[CH2:61][CH2:62][O:63][CH2:64][CH2:65]1)[CH3:66].[CH3:87][CH2:88][O:89][C:90](=[O:91])[CH3:92].[CH:67]1([N:68]=[C:69]=[N:70][CH:71]2[CH2:72][CH2:73][CH2:74][CH2:75][CH2:76]2)[CH2:77][CH2:78][CH2:79][CH2:80][CH2:81]1.[NH2:1][CH:2]([CH:3]([CH2:4][N:5]1[CH2:6][CH:7]2[CH2:8][CH2:9][CH2:10][CH2:11][CH:12]2[CH2:13][CH:14]1[C:15](=[O:16])[NH:17][C:18]([CH3:19])([CH3:20])[CH3:21])[OH:22])[CH2:23][c:24]1[cH:25][cH:26][cH:27][cH:28][cH:29]1.[O:82]1[CH2:83][CH2:84][CH2:85][CH2:86]1.[OH:49][c:50]1[c:51]2[n:52][n:53][nH:54][c:55]2[cH:56][cH:57][cH:58]1>>[NH:1]([CH:2]([CH:3]([CH2:4][N:5]1[CH2:6][CH:7]2[CH2:8][CH2:9][CH2:10][CH2:11][CH:12]2[CH2:13][CH:14]1[C:15](=[O:16])[NH:17][C:18]([CH3:19])([CH3:20])[CH3:21])[OH:22])[CH2:23][c:24]1[cH:25][cH:26][cH:27][cH:28][cH:29]1)[C:46]([CH:41]([NH:40][C:38]([O:37][CH2:30][c:31]1[cH:32][cH:33][cH:34][cH:35][cH:36]1)=[O:39])[CH2:42][C:43]([NH2:44])=[O:45])=[O:47]. Reactants: O[C@H](C)[C@H]1[C@@H]2N(C(C([C@@H]2C)=O)C(=O)OCC2=CC=C(C=C2)[N+](=O)[O-])C1=O (4-nitrobenzyl (1R,5R,6R)-6-[(1R)-1-hydroxyethyl]-1-methyl-2-oxo-1-carbapenam-3-carboxylate), C1(=CC=CC=C1)P(=O)(C1=CC=CC=C1)Cl (diphenylphosphoryl chloride), C(C)(C)N(CC)C(C)C (diisopropylethylamine), C(C)(C)N(CC)C(C)C (diisopropylethylamine), FC(S(=O)(=O)O)(F)F.C(N)(=O)[C@H]1N(C[C@H](C1)N(C)C)C(=O)[C@H]1N(C[C@H](C1)S)C(=O)OCC1=CC=C(C=C1)[N+](=O)[O-] ((2S,4S)-2-[(2S,4S)-2-carbamoyl-4-dimethylaminopyrrolidin -1-ylcarbonyl]-4-mercapto-1-(4-nitrobenzyloxycarbonyl)pyrrolidine trifluoromethanesulfonate). Run in CO (methanol), C(C)(=O)OCC (ethyl acetate), C(C)#N (acetonitrile), C(C)#N (acetonitrile). Run at time 45 minute. Product: C(N)(=O)[C@H]1N(C[C@H](C1)N(C)C)C(=O)[C@H]1N(C[C@H](C1)SC=1[C@@H]([C@@H]2N(C1C(=O)OCC1=CC=C(C=C1)[N+](=O)[O-])C([C@H]2[C@@H](C)O)=O)C)C(=O)OCC2=CC=C(C=C2)[N+](=O)[O-] (4-nitrobenzyl (1R,5R,6R)-2-{(2S,4S)-2-[(2S,4S) -2-carbamoyl-4-dimethylaminopyrrolidin-1-ylcarbonyl]-1-(4-nitrobenzyloxycarbonyl)pyrrolidin-4-ylthio}-6-[(1R)-1-hydroxyethyl]-1-methyl-1-carbapen-2-em-3-carboxylate). Isolated yield 26.9%. As a reaction SMILES: [OH:1][C@@H:2]([C@@H:4]1[C:25](=[O:26])[N:6]2[CH:7]([C:12]([O:14][CH2:15][C:16]3[CH:21]=[CH:20][C:19]([N+:22]([O-:24])=[O:23])=[CH:18][CH:17]=3)=[O:13])[C:8](=O)[C@H:9]([CH3:10])[C@H:5]12)[CH3:3].C1(P(Cl)(C2C=CC=CC=2)=O)C=CC=CC=1.C(N(C(C)C)CC)(C)C.FC(F)(F)S(O)(=O)=O.[C:59]([C@@H:62]1[CH2:66][C@H:65]([N:67]([CH3:69])[CH3:68])[CH2:64][N:63]1[C:70]([C@@H:72]1[CH2:76][C@H:75]([SH:77])[CH2:74][N:73]1[C:78]([O:80][CH2:81][C:82]1[CH:87]=[CH:86][C:85]([N+:88]([O-:90])=[O:89])=[CH:84][CH:83]=1)=[O:79])=[O:71])(=[O:61])[NH2:60]>C(#N)C.CO.C(OCC)(=O)C>[C:59]([C@@H:62]1[CH2:66][C@H:65]([N:67]([CH3:69])[CH3:68])[CH2:64][N:63]1[C:70]([C@@H:72]1[CH2:76][C@H:75]([S:77][C:8]2[C@H:9]([CH3:10])[C@H:5]3[C@H:4]([C@H:2]([OH:1])[CH3:3])[C:25](=[O:26])[N:6]3[C:7]=2[C:12]([O:14][CH2:15][C:16]2[CH:17]=[CH:18][C:19]([N+:22]([O-:24])=[O:23])=[CH:20][CH:21]=2)=[O:13])[CH2:74][N:73]1[C:78]([O:80][CH2:81][C:82]1[CH:87]=[CH:86][C:85]([N+:88]([O-:90])=[O:89])=[CH:84][CH:83]=1)=[O:79])=[O:71])(=[O:61])[NH2:60] |f:3.4|. Procedure details: 866 mg of 4-nitrobenzyl (1R,5R,6R)-6-[(1R)-1-hydroxyethyl]-1-methyl-2-oxo-1-carbapenam-3-carboxylate were dissolved in 8 ml of dry acetonitrile, and 520 μl of diphenylphosphoryl chloride and 437 μl of diisopropylethylamine were added dropwise to the resulting solution, whilst ice-cooling. The mixture was then stirred at the same temperature for 45 minutes. At the end of this time, a solution of 895 μl of diisopropylethylamine and 1.62 g of (2S,4S)-2-[(2S,4S)-2-carbamoyl-4-dimethylaminopyrrolidin... Reactants: O1C(C1)CCOC=1C=C(C=CC1)CN1CCCCC1 (1-[[3-[2-oxiranylethoxy]phenyl]methyl]piperidine), [N-]=[N+]=[N-].[Na+] (sodium azide), [Cl-].[NH4+] (ammonium chloride). The solvent is C(C)O (ethanol). The product is N(=[N+]=[N-])CC(CCOC1=CC(=CC=C1)CN1CCCCC1)O (1-Azido-4-[3-(1-piperidinylmethyl)phenoxy]-2-butanol). Yield: 53.0%. Reaction SMILES: [O:1]1[CH2:3][CH:2]1[CH2:4][CH2:5][O:6][C:7]1[CH:8]=[C:9]([CH2:13][N:14]2[CH2:19][CH2:18][CH2:17][CH2:16][CH2:15]2)[CH:10]=[CH:11][CH:12]=1.[N-:20]=[N+:21]=[N-:22].[Na+].[Cl-].[NH4+]>C(O)C>[N:20]([CH2:3][CH:2]([OH:1])[CH2:4][CH2:5][O:6][C:7]1[CH:12]=[CH:11][CH:10]=[C:9]([CH2:13][N:14]2[CH2:19][CH2:18][CH2:17][CH2:16][CH2:15]2)[CH:8]=1)=[N+:21]=[N-:22] |f:1.2,3.4|. Reported procedure: A solution of 1-[[3-[2-oxiranylethoxy]phenyl]methyl]piperidine (17 g), sodium azide (5.1 g) and ammonium chloride (2.73 g) in 25% aqueous ethanol (200 ml) was refluxed for 6 h and concentrated to ca. 130 ml. The concentrate was diluted with water (50 ml), saturated with potassium carbonate and extracted with isopropanol. The extract was dried and evaporated to given an oil (20 g) which was chromatographed on silica using dichloromethane:ethanol:ammonia (200:8:1) to give the title compound (10.5 ... The reactants are ClC1=C(C#N)C=CC(=C1)NCC1CC1 (2-chloro-4-[(cyclopropylmethyl)amino]benzonitrile), BrC(C(=O)OC(C)(C)C)C (1,1-dimethylethyl 2-bromopropanoate). Product: ClC=1C=C(C=CC1C#N)N([C@@H](C)C(=O)OC(C)(C)C)CC1CC1 (1,1-Dimethylethyl N-(3-chloro-4-cyanophenyl)-N-(cyclopropylmethyl)alaninate). As a reaction SMILES: [Cl:1][C:2]1[CH:9]=[C:8]([NH:10][CH2:11][CH:12]2[CH2:14][CH2:13]2)[CH:7]=[CH:6][C:3]=1[C:4]#[N:5].Br[CH:16]([CH3:24])[C:17]([O:19][C:20]([CH3:23])([CH3:22])[CH3:21])=[O:18]>>[Cl:1][C:2]1[CH:9]=[C:8]([N:10]([CH2:11][CH:12]2[CH2:14][CH2:13]2)[C@H:16]([C:17]([O:19][C:20]([CH3:23])([CH3:22])[CH3:21])=[O:18])[CH3:24])[CH:7]=[CH:6][C:3]=1[C:4]#[N:5]. Procedure details: Synthesized in a manner similar to example 1B using 2-chloro-4-[(cyclopropylmethyl)amino]benzonitrile and 1,1-dimethylethyl 2-bromopropanoate: MS (ES) m/z335 (M+1). The reactants are CN(C)CCC1(C(=O)Nc2cccc(OC(=O)N(C)C)c2)CCNCC1, CC(C)CO, CCN(C(C)C)C(C)C, Cc1c[nH]c2ncnc(Cl)c12. Yields the product Cc1c[nH]c2ncnc(N3CCC(CCN(C)C)(C(=O)Nc4cccc(OC(=O)N(C)C)c4)CC3)c12. RXN SMILES: [CH3:1][N:2]([C:3]([O:4][c:5]1[cH:6][c:7]([NH:11][C:12](=[O:13])[C:14]2([CH2:20][CH2:21][N:22]([CH3:23])[CH3:24])[CH2:15][CH2:16][NH:17][CH2:18][CH2:19]2)[cH:8][cH:9][cH:10]1)=[O:25])[CH3:26].[CH3:47][CH:48]([CH2:49][OH:50])[CH3:51].[CH:38]([N:39]([CH2:40][CH3:41])[CH:42]([CH3:43])[CH3:44])([CH3:45])[CH3:46].[Cl:27][c:28]1[c:29]2[c:30]([n:31][cH:32][n:33]1)[nH:34][cH:35][c:36]2[CH3:37]>>[CH3:1][N:2]([C:3]([O:4][c:5]1[cH:6][c:7]([NH:11][C:12](=[O:13])[C:14]2([CH2:20][CH2:21][N:22]([CH3:23])[CH3:24])[CH2:15][CH2:16][N:17]([c:28]3[c:29]4[c:30]([n:31][cH:32][n:33]3)[nH:34][cH:35][c:36]4[CH3:37])[CH2:18][CH2:19]2)[cH:8][cH:9][cH:10]1)=[O:25])[CH3:26]. The reactants are NC(C)(C)C(O)C1=CC=CC=C1 (α-(1-amino-1-methylethyl)benzenemethanol), O1C(CCC1)CCO (tetrahydrofuran-ethanol), COC=1C=C(C=CC1OC)CC(=O)O (3,4-dimethoxyphenylacetic acid), CCOC1C=CC2=CC=CC=C2N1C(=O)OCC (EEDQ). Conditions: time 20 hour. Product: COC=1C=C(C=CC1OC)CC(=O)NC(C(C1=CC=CC=C1)O)(C)C (2-(3,4-dimethoxyphenyl)-N-(β-hydroxy-α,α-dimethylphenethyl)acetamide). Yield: 82.0%. Reaction SMILES: [NH2:1][C:2]([CH:5]([C:7]1[CH:12]=[CH:11][CH:10]=[CH:9][CH:8]=1)[OH:6])([CH3:4])[CH3:3].[CH3:13][O:14][C:15]1[CH:16]=[C:17]([CH2:23][C:24](O)=[O:25])[CH:18]=[CH:19][C:20]=1[O:21][CH3:22].CCOC1N(C(OCC)=O)C2C(=CC=CC=2)C=C1.O1CCCC1CCO>>[CH3:13][O:14][C:15]1[CH:16]=[C:17]([CH2:23][C:24]([NH:1][C:2]([CH3:4])([CH3:3])[CH:5]([OH:6])[C:7]2[CH:12]=[CH:11][CH:10]=[CH:9][CH:8]=2)=[O:25])[CH:18]=[CH:19][C:20]=1[O:21][CH3:22]. Procedure: A solution of 8.3 g. (0.05 mole) of α-(1-amino-1-methylethyl)benzenemethanol, 9.8 g. (0.05 mole) of 3,4-dimethoxyphenylacetic acid and 13.6 g. (0.055 mole) of EEDQ (Aldrich Chem. Co.) in 300 ml. of tetrahydrofuran-ethanol is refluxed for 45 minutes and then allowed to stand for 20 hours at 25° C. The solution is evaporated in vacuo. The residue is taken up with 250 ml. of ethyl acetate, washed with dilute HCl, followed by washing with aqueous NaHCO3. Subsequently, the extract is washed with aque... Starting materials: FC(CN=C=S)(C(F)F)F (2,2,3,3-Tetrafluoropropylisothiocyanate), C1(C=2C(C(N1CCCSC1=NC=CC(=N1)N)=O)=CC=CC2)=O (2-(3-phthalimidopropylthio)-4-aminopyrimidine), C(C)#N (acetonitrile), mercuric oxide. Solvent: CN(C=O)C (dimethylformamide), N (ammonia). Run at time 3 hour. Product: FC(CN=C(NC1=NC(=NC=C1)SCCCN)N)(C(F)F)F (4-[2-(2,2,3,3-tetrafluoropropyl)guanidino]-2-[3-aminopropylthio]pyrimidine). Reaction SMILES: [F:1][C:2]([F:10])([CH:7]([F:9])[F:8])[CH2:3][N:4]=[C:5]=S.C1(=O)[N:15]([CH2:16][CH2:17][CH2:18][S:19][C:20]2[N:25]=[C:24]([NH2:26])[CH:23]=[CH:22][N:21]=2)C(=O)C2=CC=CC=C12.C(#[N:35])C>CN(C)C=O.N>[F:1][C:2]([F:10])([CH:7]([F:9])[F:8])[CH2:3][N:4]=[C:5]([NH2:35])[NH:26][C:24]1[CH:23]=[CH:22][N:21]=[C:20]([S:19][CH2:18][CH2:17][CH2:16][NH2:15])[N:25]=1. Reported procedure: 2,2,3,3-Tetrafluoropropylisothiocyanate (0.9 g.) and 2-(3-phthalimidopropylthio)-4-aminopyrimidine (0.9 g.) were dissolved in acetonitrile (30 ml.) and heated under reflux for 64 hours. The resulting suspension was cooled, filtered and the collected solid washed with acetonitrile (10 ml.) to give a white solid (0.9 g.). This was dissolved in a mixture of dimethylformamide (10 ml.) and saturated ethanolic ammonia solution (5 ml.) and treated with yellow mercuric oxide (0.8 g.). The mixture was st... Starting materials: N1=CNC(=C1)CCN1C(CCCC1C1=NC=CC=C1C)C1=NC=CC=C1C (1′-[2-(3H-imidazol-4-yl)-ethyl]-3,3″-dimethyl-1′,2′,3′,4′,5′,6′-hexahydro-[2,2′;6′,2″]terpyridine), [H-].[Na+] (NaH), C(C=C)Br (allyl bromide). Run in C1CCOC1 (THF). Conditions: time 30 minute. Yields the product C(C=C)N1C=NC(=C1)CCN1C(CCCC1C1=NC=CC=C1C)C1=NC=CC=C1C (1′-[2-(1-Allyl-1H-imidazol-4-yl)-ethyl]-3,3″-dimethyl-1′,2′,3′,4′,5′,6′-hexahydro-[2,2′;6′,2″]terpyridine). Yield: 32.8%. Reaction SMILES: [N:1]1[CH:5]=[C:4]([CH2:6][CH2:7][N:8]2[CH:13]([C:14]3[C:19]([CH3:20])=[CH:18][CH:17]=[CH:16][N:15]=3)[CH2:12][CH2:11][CH2:10][CH:9]2[C:21]2[C:26]([CH3:27])=[CH:25][CH:24]=[CH:23][N:22]=2)[NH:3][CH:2]=1.[H-].[Na+].[CH2:30](Br)[CH:31]=[CH2:32]>C1COCC1>[CH2:32]([N:1]1[CH:5]=[C:4]([CH2:6][CH2:7][N:8]2[CH:9]([C:21]3[C:26]([CH3:27])=[CH:25][CH:24]=[CH:23][N:22]=3)[CH2:10][CH2:11][CH2:12][CH:13]2[C:14]2[C:19]([CH3:20])=[CH:18][CH:17]=[CH:16][N:15]=2)[N:3]=[CH:2]1)[CH:31]=[CH2:30] |f:1.2|. Procedure: To a solution of 1′-[2-(3H-imidazol-4-yl)-ethyl]-3,3″-dimethyl-1′,2′,3′,4′,5′,6′-hexahydro-[2,2′;6′,2″]terpyridine (202 mg, 0.56 mmol) in THF (5 mL) at 0° C. was added NaH (60%, 8 mg, 0.21 mmol). After 30 min at 0° C., allyl bromide (16 mL, 0.19 mmol) was added. After 4 h, the reaction mixture was concentrated to afford an orange solid. Purification by radial chromatography on silica gel (2 mm plate; using CH2Cl2/CH3OH/NH4OH; 50:1:1→10:1:1) afforded the product as a pale yellow oil (25 mg, 33%).... Starting materials: CON, O=C(O)C(O)C(Cc1ccccc1)NC(=O)C1CCC(=O)N1Cc1ccccc1Cl. The product is CONC(=O)C(O)C(Cc1ccccc1)NC(=O)C1CCC(=O)N1Cc1ccccc1Cl. Reaction SMILES: [CH3:31][O:32][NH2:33].[Cl:1][c:2]1[c:3]([CH2:4][N:5]2[CH:6]([C:11](=[O:12])[NH:13][CH:14]([CH:15]([C:16](=[O:17])[OH:18])[OH:19])[CH2:20][c:21]3[cH:22][cH:23][cH:24][cH:25][cH:26]3)[CH2:7][CH2:8][C:9]2=[O:10])[cH:27][cH:28][cH:29][cH:30]1>>[Cl:1][c:2]1[c:3]([CH2:4][N:5]2[CH:6]([C:11](=[O:12])[NH:13][CH:14]([CH:15]([C:16](=[O:17])[NH:33][O:32][CH3:31])[OH:19])[CH2:20][c:21]3[cH:22][cH:23][cH:24][cH:25][cH:26]3)[CH2:7][CH2:8][C:9]2=[O:10])[cH:27][cH:28][cH:29][cH:30]1.